This data is from the Open Reaction Database (ORD), a public repository of structured organic reaction records. The task is: describe an organic reaction: reactants, conditions, products, and yield Starting materials: O=C(Cl)C(=O)Cl, CN(C)C=O, CCOC(C)=O, CCN(C(C)C)C(C)C, ClCCl, Cl, O=Cc1ccc(C(=O)O)c(F)c1, Nc1cc(Cc2ccccc2)ccc1O, O. The product is O=Cc1ccc(C(=O)Nc2cc(Cc3ccccc3)ccc2O)c(F)c1. Reaction SMILES: [C:13]([Cl:14])(=[O:15])[C:16]([Cl:17])=[O:18].[CH3:19][N:20]([CH3:21])[CH:22]=[O:23].[CH3:53][CH2:54][O:55][C:56]([CH3:57])=[O:58].[CH:24]([N:25]([CH2:26][CH3:27])[CH:28]([CH3:29])[CH3:30])([CH3:31])[CH3:32].[Cl:49][CH2:50][Cl:51].[ClH:48].[F:1][c:2]1[c:3]([C:4](=[O:5])[OH:6])[cH:7][cH:8][c:9]([CH:11]=[O:12])[cH:10]1.[NH2:33][c:34]1[c:35]([OH:47])[cH:36][cH:37][c:38]([CH2:40][c:41]2[cH:42][cH:43][cH:44][cH:45][cH:46]2)[cH:39]1.[OH2:52]>>[F:1][c:2]1[c:3]([C:4](=[O:6])[NH:33][c:34]2[c:35]([OH:47])[cH:36][cH:37][c:38]([CH2:40][c:41]3[cH:42][cH:43][cH:44][cH:45][cH:46]3)[cH:39]2)[cH:7][cH:8][c:9]([CH:11]=[O:12])[cH:10]1. The reactants are C(#N)C(CC(=O)OC)(CC(=O)OC)C(=O)OC(C)(C)C (2-tert-butyl 1,3-dimethyl 2-cyanopropane-1,2,3-tricarboxylate), [H][H] (hydrogen). The reagents and catalysts are [Ni] (Raney nickel). Solvent: CO (methanol). Conditions: time 15 minute. Yields the product COC(CC1(CNC(C1)=O)C(=O)OC(C)(C)C)=O (tert-butyl 3-(2-methoxy-2-oxoethyl)-5-oxopyrrolidine-3-carboxylate). Isolated yield 38.8%. RXN SMILES: [C:1]([C:3]([C:14]([O:16][C:17]([CH3:20])([CH3:19])[CH3:18])=[O:15])([CH2:9][C:10](OC)=[O:11])[CH2:4][C:5]([O:7][CH3:8])=[O:6])#[N:2].[H][H]>CO.[Ni]>[CH3:8][O:7][C:5](=[O:6])[CH2:4][C:3]1([C:14]([O:16][C:17]([CH3:20])([CH3:19])[CH3:18])=[O:15])[CH2:9][C:10](=[O:11])[NH:2][CH2:1]1. Procedure details: To a solution in methanol (70 mL) of the compound (5.00 g) obtained in step (1) above, a Raney nickel catalyst (about 7.5 g) was added. The mixture was stirred at 70° C. for 8 hours in a hydrogen atmosphere with 0.4 megapascals (MPa). After being cooled to room temperature, the reaction mixture was filtered through Celite (registered trademark) and the filtrate was concentrated under reduced pressure. To the resulting residue, diethyl ether (50 mL) and hexane (10 mL) were added and the mixture w...